Dataset: the Open Reaction Database (ORD), a public repository of structured organic reaction records. Task: describe an organic reaction: reactants, conditions, products, and yield Starting materials: [Br-], CCC#N, C=CCC(CC)(CC=C)N=C=O, CCCC(CCC)N=C=O, C=CC[Mg+], CCOCC, CCOCC, [Cl-], CCCC(N)CCC, [NH4+]. Product: C=CCC(N)(CC)CC=C. Reaction SMILES: [Br-:35].[C:31](#[N:32])[CH2:33][CH3:34].[CH2:19]([CH3:20])[C:21]([CH2:22][CH:23]=[CH2:24])([CH2:25][CH:26]=[CH2:27])[N:28]=[C:29]=[O:30].[CH2:1]([CH:2]([N:3]=[C:4]=[O:5])[CH2:6][CH2:7][CH3:8])[CH2:9][CH3:10].[CH2:36]([Mg+:37])[CH:38]=[CH2:39].[CH3:40][CH2:41][O:42][CH2:43][CH3:44].[CH3:47][CH2:48][O:49][CH2:50][CH3:51].[Cl-:45].[NH2:11][CH:12]([CH2:13][CH2:14][CH3:15])[CH2:16][CH2:17][CH3:18].[NH4+:46]>>[CH2:19]([CH3:20])[C:21]([CH2:22][CH:23]=[CH2:24])([CH2:25][CH:26]=[CH2:27])[NH2:28].